From a dataset of the Open Reaction Database (ORD), a public repository of structured organic reaction records. describe an organic reaction: reactants, conditions, products, and yield The reactants are C(C)(C)N(CC)C(C)C (Diisopropylethylamine), NC1=CC=C(C=C1)S(=O)(=O)NCCN1CCOCC1 (4-amino-N-(2-morpholin-4-yl-ethyl)-benzenesulfonamide), C(C=C)(=O)Cl (acryloyl chloride). Run in C1CCOC1 (THF). Run at time 1 hour. Product: N1(CCOCC1)CCNS(=O)(=O)C1=CC=C(C=C1)NC(C=C)=O (N-[4-(2-Morpholin-4-yl-ethylsulfamoyl)-phenyl]-acrylamide). The yield is 5.1%. As a reaction SMILES: C(N(C(C)C)CC)(C)C.[NH2:10][C:11]1[CH:16]=[CH:15][C:14]([S:17]([NH:20][CH2:21][CH2:22][N:23]2[CH2:28][CH2:27][O:26][CH2:25][CH2:24]2)(=[O:19])=[O:18])=[CH:13][CH:12]=1.[C:29](Cl)(=[O:32])[CH:30]=[CH2:31]>C1COCC1>[N:23]1([CH2:22][CH2:21][NH:20][S:17]([C:14]2[CH:13]=[CH:12][C:11]([NH:10][C:29](=[O:32])[CH:30]=[CH2:31])=[CH:16][CH:15]=2)(=[O:19])=[O:18])[CH2:24][CH2:25][O:26][CH2:27][CH2:28]1. Procedure details: Diisopropylethylamine (0.09 ml, 0.5 mmol) was added in one portion to a stirred solution of 4-amino-N-(2-morpholin-4-yl-ethyl)-benzenesulfonamide (0.1 g, 0.35 mmol) in THF (3 ml) at room temperature. To this mixture was added acryloyl chloride (0.03 ml, 0.38 mmol) in one portion and the mixture was stirred at room temperature under a nitrogen atmosphere for 1 hour. After this time, the mixture was concentrated under vacuum and the resulting residue purified by Prep HPLC to give the title compoun... Reactants: C(C1=CC=CC=C1)(=O)N1CC(CCC1)(C(=O)OCC)CC1=CC=CC=C1 (Ethyl 1-benzoyl-3-benzylpiperidine-3-carboxylate), [OH-].[Na+] (NaOH). The solvent is C(C)O (ethanol). Yields the product C(C1=CC=CC=C1)(=O)N1CC(CCC1)(C(=O)O)CC1=CC=CC=C1 (1-benzoyl-3-benzylpiperidine-3-carboxylic acid). Yield: 55.7%. Reaction SMILES: [C:1]([N:9]1[CH2:14][CH2:13][CH2:12][C:11]([CH2:20][C:21]2[CH:26]=[CH:25][CH:24]=[CH:23][CH:22]=2)([C:15]([O:17]CC)=[O:16])[CH2:10]1)(=[O:8])[C:2]1[CH:7]=[CH:6][CH:5]=[CH:4][CH:3]=1.[OH-].[Na+]>C(O)C>[C:1]([N:9]1[CH2:14][CH2:13][CH2:12][C:11]([CH2:20][C:21]2[CH:26]=[CH:25][CH:24]=[CH:23][CH:22]=2)([C:15]([OH:17])=[O:16])[CH2:10]1)(=[O:8])[C:2]1[CH:3]=[CH:4][CH:5]=[CH:6][CH:7]=1 |f:1.2|. Procedure details: Ethyl 1-benzoyl-3-benzylpiperidine-3-carboxylate (6.308 g; 18 mmol) was hydrolyzed with 1 N aq NaOH (220 mL) in ethanol (110 mL) for 20 h at rt. The ethanol was removed by rotary evaporation and the aqueous layer was extracted once with CH2Cl2. The pH of the aqueous layer was adjusted to pH=3-4 with 1 N aq HCl and extracted with CH2Cl2 (3×). The organic phase was dried over anhydrous Na2SO4, filtered and evaporated to give 1-benzoyl-3-benzylpiperidine-3-carboxylic acid (3.24 g, 55.7%). 1H NMR (C... Reactants: CN(C(=S)N)C1=CC=CC=C1 (1-methyl-1-phenyl-thiourea), C(C)OC(C(C(C)=O)Cl)=O (2-chloro-3-oxo-butyric acid ethyl ester). The solvent is C(C)O (ethanol). Yields the product C(C)OC(=O)C1=C(N=C(S1)N(C1=CC=CC=C1)C)C (4-Methyl-2-(methyl-phenyl-amino)-thiazole-5-carboxylic acid ethyl ester). Isolated yield 88.3%. As a reaction SMILES: [CH3:1][N:2]([C:6]1[CH:11]=[CH:10][CH:9]=[CH:8][CH:7]=1)[C:3]([NH2:5])=[S:4].[CH2:12]([O:14][C:15](=[O:21])[CH:16](Cl)[C:17](=O)[CH3:18])[CH3:13]>C(O)C>[CH2:12]([O:14][C:15]([C:16]1[S:4][C:3]([N:2]([CH3:1])[C:6]2[CH:11]=[CH:10][CH:9]=[CH:8][CH:7]=2)=[N:5][C:17]=1[CH3:18])=[O:21])[CH3:13]. Procedure details: A mixture of 1-methyl-1-phenyl-thiourea (5.03 g, 30.3 mmol) and 2-chloro-3-oxo-butyric acid ethyl ester (4.4 mL, 31.8 mmol) in ethanol (18 mL) was refluxed for 20 h before it was cooled to room temperature and concentrated in vacuo. It was partitioned between ethyl acetate and saturated sodium bicarbonate, the organic layer was washed with brine, dried over anhydrous sodium sulfate and concentrated in vacuo to give the title compound as a brown solid (7.39 g): MS: (+) m/z 277.0 (M+1). The reactants are S(=O)(Cl)Cl (Thionyl chloride), C(C)O (ethanol), NC1(CCC2=CC=CC=C12)C(=O)O (1-amino-2,3-dihydro-1H-indene-1-carboxylic acid). The product is NC1(CCC2=CC=CC=C12)C(=O)OCC (Ethyl 1-amino-2,3-dihydro-1H-indene-1-carboxylate). Yield: 84.0%. As a reaction SMILES: S(Cl)(Cl)=O.[NH2:5][C:6]1([C:15]([OH:17])=[O:16])[C:14]2[C:9](=[CH:10][CH:11]=[CH:12][CH:13]=2)[CH2:8][CH2:7]1.[CH2:18](O)[CH3:19]>>[NH2:5][C:6]1([C:15]([O:17][CH2:18][CH3:19])=[O:16])[C:14]2[C:9](=[CH:10][CH:11]=[CH:12][CH:13]=2)[CH2:8][CH2:7]1. Procedure details: Thionyl chloride (0.617 mL, 8.465 mmol) was added dropwise to anhydrous ethanol (6 mL) cooled to −30° followed by 1-amino-2,3-dihydro-1H-indene-1-carboxylic acid (0.300 g, 1.693 mmol) the reaction was then refluxed for 4 hours. The reaction was concentrated by rotary evaporation and diluted with water (5 mL) and the pH was adjusted to 9 with 6N aqueous sodium hydroxide. The solution was extracted with ethyl acetate (2×25 mL) and the organic extracts were washed with brine (25 mL), dried over sod... Reactants: O=C1CCC(=O)N1Br, ClCCl, COC(=O)Cc1ccc(C#Cc2ccc(CO)c(C(C)C)c2)cc1, c1ccc(P(c2ccccc2)c2ccccc2)cc1. The product is COC(=O)Cc1ccc(C#Cc2ccc(CBr)c(C(C)C)c2)cc1. RXN SMILES: [Br:44][N:45]1[C:46](=[O:47])[CH2:48][CH2:49][C:50]1=[O:51].[Cl:52][CH2:53][Cl:54].[OH:1][CH2:2][c:3]1[c:4]([CH:22]([CH3:23])[CH3:24])[cH:5][c:6]([C:9]#[C:10][c:11]2[cH:12][cH:13][c:14]([CH2:17][C:18](=[O:19])[O:20][CH3:21])[cH:15][cH:16]2)[cH:7][cH:8]1.[c:25]1([P:26]([c:27]2[cH:28][cH:29][cH:30][cH:31][cH:32]2)[c:33]2[cH:34][cH:35][cH:36][cH:37][cH:38]2)[cH:39][cH:40][cH:41][cH:42][cH:43]1>>[CH2:2]([c:3]1[c:4]([CH:22]([CH3:23])[CH3:24])[cH:5][c:6]([C:9]#[C:10][c:11]2[cH:12][cH:13][c:14]([CH2:17][C:18](=[O:19])[O:20][CH3:21])[cH:15][cH:16]2)[cH:7][cH:8]1)[Br:44].